This data is from the Open Reaction Database (ORD), a public repository of structured organic reaction records. The task is: describe an organic reaction: reactants, conditions, products, and yield Starting materials: NC=1C=C2C(=CNC2=CC1)C1CCN(CC1)C (5-amino-3-(1-methylpiperidin-4-yl)-1H-indole), C(C)N=C=O (ethyl isocyanate), polystyrene. Run in C(Cl)(Cl)Cl (chloroform). Product: C(C)NC(=O)NC=1C=C2C(=CNC2=CC1)C1CCN(CC1)C (N-ethyl-N'-(3-(1-methylpiperidin-4-yl)-1H-indol-5-yl)urea). The yield is 82.0%. Reaction SMILES: [NH2:1][C:2]1[CH:3]=[C:4]2[C:8](=[CH:9][CH:10]=1)[NH:7][CH:6]=[C:5]2[CH:11]1[CH2:16][CH2:15][N:14]([CH3:17])[CH2:13][CH2:12]1.[CH2:18]([N:20]=[C:21]=[O:22])[CH3:19]>C(Cl)(Cl)Cl>[CH2:18]([NH:20][C:21]([NH:1][C:2]1[CH:3]=[C:4]2[C:8](=[CH:9][CH:10]=1)[NH:7][CH:6]=[C:5]2[CH:11]1[CH2:16][CH2:15][N:14]([CH3:17])[CH2:13][CH2:12]1)=[O:22])[CH3:19]. Procedure: To a solution of 15.0 mg 0.0655 mMol) 5-amino-3-(1-methylpiperidin-4-yl)-1H-indole in 3.0 mL chloroform were added 9.3 mg 0.131 mMol) ethyl isocyanate. The reaction was mixed for 48 hours and to it were then added 0.23 gm 0.131 mMol)aminomethylated polystyrene and the reaction mixed for an additional 18 hours. The reaction mixture was then filtered and the volatiles evaporated to give 16.1 mg (82%) of the title compound. Starting materials: CCO, ClCCl, Cl, N#Cc1ccc(O)cc1. Yields the product CCOC(=N)c1ccc(O)cc1. As a reaction SMILES: [CH3:11][CH2:12][OH:13].[Cl:14][CH2:15][Cl:16].[ClH:10].[OH:1][c:2]1[cH:3][cH:4][c:5]([C:8]#[N:9])[cH:6][cH:7]1>>[OH:1][c:2]1[cH:3][cH:4][c:5]([C:8](=[NH:9])[O:13][CH2:12][CH3:11])[cH:6][cH:7]1.